From a dataset of the Open Reaction Database (ORD), a public repository of structured organic reaction records. describe an organic reaction: reactants, conditions, products, and yield Reactants: B, CCN(CC)c1ccccc1, C1CCOC1, CO, CC(C)c1nc2c(c(C3CCCC3)c1C(=O)c1ccc(C(F)(F)F)cc1)C(=O)CC(C)(C)C2, NC1c2ccccc2CC1O. The product is CC(C)c1nc2c(c(C3CCCC3)c1C(=O)c1ccc(C(F)(F)F)cc1)C(O)CC(C)(C)C2. Reaction SMILES: [BH3:23].[CH2:12]([N:13]([CH2:14][CH3:15])[c:16]1[cH:17][cH:18][cH:19][cH:20][cH:21]1)[CH3:22].[CH2:59]1[O:60][CH2:61][CH2:62][CH2:63]1.[CH3:57][OH:58].[CH:24]1([c:29]2[c:30]([C:45]([c:46]3[cH:47][cH:48][c:49]([C:52]([F:53])([F:54])[F:55])[cH:50][cH:51]3)=[O:56])[c:31]([CH:42]([CH3:43])[CH3:44])[n:32][c:33]3[c:38]2[C:37](=[O:39])[CH2:36][C:35]([CH3:40])([CH3:41])[CH2:34]3)[CH2:25][CH2:26][CH2:27][CH2:28]1.[NH2:1][CH:2]1[c:3]2[c:4]([cH:5][cH:6][cH:7][cH:8]2)[CH2:9][CH:10]1[OH:11]>>[CH:24]1([c:29]2[c:30]([C:45]([c:46]3[cH:47][cH:48][c:49]([C:52]([F:53])([F:54])[F:55])[cH:50][cH:51]3)=[O:56])[c:31]([CH:42]([CH3:43])[CH3:44])[n:32][c:33]3[c:38]2[CH:37]([OH:39])[CH2:36][C:35]([CH3:40])([CH3:41])[CH2:34]3)[CH2:25][CH2:26][CH2:27][CH2:28]1. Reactants: C(C)(C)(C)OC(=O)N1CC2=CC=C(C(=C2CC1)C=O)OC (5-formyl-6-methoxy-3,4-dihydro-1H-isoquinoline-2-carboxylic acid tert-butyl ester), solution, Cl (HCl). Run in C(C)(=O)OCC (ethyl acetate), C(C)(=O)OCC (ethyl acetate). Conditions: time 2 hour. The product is Cl.OC1=C(C=2CCNCC2C=C1)C=O (6-Hydroxy-1,2,3,4-tetrahydro-isoquinoline-5-carbaldehyde hydrochloride). Yield: 93.4%. As a reaction SMILES: C(OC([N:8]1[CH2:17][CH2:16][C:15]2[C:10](=[CH:11][CH:12]=[C:13]([O:20]C)[C:14]=2[CH:18]=[O:19])[CH2:9]1)=O)(C)(C)C.[ClH:22]>C(OCC)(=O)C>[ClH:22].[OH:20][C:13]1[CH:12]=[CH:11][C:10]2[CH2:9][NH:8][CH2:17][CH2:16][C:15]=2[C:14]=1[CH:18]=[O:19] |f:3.4|. Procedure: To 5-formyl-6-methoxy-3,4-dihydro-1H-isoquinoline-2-carboxylic acid tert-butyl ester (1.41 g, 4.84 mmol) in ethyl acetate (1.0 mL), a 3.3 M solution of anhydrous HCl in ethyl acetate was added and the mixture was stirred at room temperature for 2 h. The precipitated product was collected, washed with ethyl acetate and dried in air. In this manner the title compound (1.03 g, 4.52 mmol, 93.4%) was obtained as a white powder. Reactants: Cn1c([N+](=O)[O-])cnc1C=O, Cc1nnc(-c2ccc(Cl)cc2)s1, CC(=O)O, CC(=O)OC(C)=O. Product: Cn1c([N+](=O)[O-])cnc1C=Cc1nnc(-c2ccc(Cl)cc2)s1. RXN SMILES: [CH3:14][n:15]1[c:16]([CH:23]=[O:24])[n:17][cH:18][c:19]1[N+:20](=[O:21])[O-:22].[CH3:1][c:2]1[s:3][c:4](-[c:7]2[cH:8][cH:9][c:10]([Cl:13])[cH:11][cH:12]2)[n:5][n:6]1.[CH3:25][C:26](=[O:27])[OH:28].[CH3:29][C:30]([O:31][C:32](=[O:33])[CH3:34])=[O:35]>>[CH:1]([c:2]1[s:3][c:4](-[c:7]2[cH:8][cH:9][c:10]([Cl:13])[cH:11][cH:12]2)[n:5][n:6]1)=[CH:23][c:16]1[n:15]([CH3:14])[c:19]([N+:20](=[O:21])[O-:22])[cH:18][n:17]1. Reactants: CC(C)N1CCC(Nc2ccccc2)(C(=O)O)CC1, CI, [Li], CCOCC, O. Yields the product CC(=O)C1(Nc2ccccc2)CCN(C(C)C)CC1. Reaction SMILES: [CH3:9][CH:10]([CH3:11])[N:12]1[CH2:13][CH2:14][C:15]([C:18]([OH:19])=[O:20])([NH:21][c:22]2[cH:23][cH:24][cH:25][cH:26][cH:27]2)[CH2:16][CH2:17]1.[I:7][CH3:8].[Li:1].[O:2]([CH2:3][CH3:4])[CH2:5][CH3:6].[OH2:28]>>[O:2]=[C:5]([CH3:6])[C:15]1([NH:21][c:22]2[cH:23][cH:24][cH:25][cH:26][cH:27]2)[CH2:14][CH2:13][N:12]([CH:10]([CH3:9])[CH3:11])[CH2:17][CH2:16]1. Starting materials: NC(CO)(C)C (2-amino-2-methyl-1-propanol), C(CCl)Cl (EDC), C(C)(C)(C)OC(=O)NC(C(=O)O)C1=CC(=CC=C1)C(F)(F)F ([(tert-butoxycarbonyl)amino][3-(trifluoromethyl)phenyl]acetic acid), C=1C=CC2=C(C1)N=NN2O (HOBt). Solvent: CN(C)C=O (DMF), CN(C)C=O (DMF). Conditions: time 20 minute. Product: C(C)(C)(C)OC(NC(C(=O)NC(CO)(C)C)C1=CC(=CC=C1)C(F)(F)F)=O (tert-Butyl{2-[(1-hydroxy-2-methylpropan-2-yl)amino]-2-oxo-1-[3-(trifluoromethyl)phenyl]ethyl}-carbamate). RXN SMILES: C(Cl)CCl.[C:5]([O:9][C:10]([NH:12][CH:13]([C:17]1[CH:22]=[CH:21][CH:20]=[C:19]([C:23]([F:26])([F:25])[F:24])[CH:18]=1)[C:14](O)=[O:15])=[O:11])([CH3:8])([CH3:7])[CH3:6].C1C=CC2N(O)N=NC=2C=1.[NH2:37][C:38]([CH3:42])([CH3:41])[CH2:39][OH:40]>CN(C=O)C>[C:5]([O:9][C:10](=[O:11])[NH:12][CH:13]([C:17]1[CH:22]=[CH:21][CH:20]=[C:19]([C:23]([F:24])([F:26])[F:25])[CH:18]=1)[C:14]([NH:37][C:38]([CH3:42])([CH3:41])[CH2:39][OH:40])=[O:15])([CH3:6])([CH3:7])[CH3:8]. Procedure details: 360 mg (1.88 mmol) of EDC were added to a mixture of 400 mg (1.25 mmol) of [(tert-butoxycarbonyl)amino][3-(trifluoromethyl)phenyl]acetic acid and 254 mg (1.88 mmol) of HOBt in 10 ml of DMF, and the mixture was stirred at RT for 20 min. The resulting solution was added dropwise to a solution of 168 mg (1.88 mmol) of 2-amino-2-methyl-1-propanol in 2 ml of DMF. The reaction mixture was stirred at RT for 20 min. For purification, 1 ml of 1N hydrochloric acid was added and the entire reaction mixture... Reactants: C(C)(=O)C1=NC(=CC=C1)C(C)=O (2,6-diacetylpyridine), ClC1=C(N)C(=CC(=C1)C)C (2-chloro-4,6-dimethylaniline), O (water). Reagents/catalysts: C1(=CC=C(C=C1)S(=O)(=O)O)C (p-toluenesulfonic acid). The solvent is CCCCCCC (heptane). The product is ClC1=C(C(=CC(=C1)C)C)N=C(C)C1=CC=CC(=N1)C(C)=O (1-{6-[1-(2-chloro-4,6-dimethylphenylimino)ethyl]-pyridin-2-yl}ethanone). The yield is 35.0%. Reaction SMILES: [C:1]([C:4]1[CH:9]=[CH:8][CH:7]=[C:6]([C:10](=O)[CH3:11])[N:5]=1)(=[O:3])[CH3:2].[Cl:13][C:14]1[CH:20]=[C:19]([CH3:21])[CH:18]=[C:17]([CH3:22])[C:15]=1[NH2:16].O>CCCCCCC.C1(C)C=CC(S(O)(=O)=O)=CC=1>[Cl:13][C:14]1[CH:20]=[C:19]([CH3:21])[CH:18]=[C:17]([CH3:22])[C:15]=1[N:16]=[C:10]([C:6]1[N:5]=[C:4]([C:1](=[O:3])[CH3:2])[CH:9]=[CH:8][CH:7]=1)[CH3:11]. Reported procedure: 20 g of 2,6-diacetylpyridine (0.123 mol), 19.08 g of 2-chloro-4,6-dimethylaniline (0.123 mol) and 0.5 g of p-toluenesulfonic acid were heated under reflux on a water separator in 500 ml of heptane for 75 min. The insoluble solid was filtered off. The solvent was distilled off from the filtrate down to 150 ml, and the remaining filtrate was cooled to room temperature, while stirring. 25.3 g of a yellow solid precipitated out. This was filtered off and recrystallized from 60 ml of hot isopropanol.... Run in C(C)(C)N(CC)C(C)C (diisopropylethyl amine). Run at time 3 hour. Procedure details: The mixture of 4,7-dichloro-2-quinolinecarboxylic acid methyl ester (90.2 g, 379 mmol) and N-boc-piperazine (60.1 g, 387 mmol) in dry diisopropylethyl amine (300 mL) was kept at 140 degrees C. for 3 h. After the removal of diisopropylethyl amine in vacuo, ethyl ether was added to precipitate the product. The crude solid was collected by filtration and was purified by re-crystallization from EtOAc (500 mL) to afford 123 g (80%) of 7-chloro-4-[4-[(1,1-dimethylethoxy)carbonyl]-1-piperazinyl]-2-quin... The reactants are COC(=O)C1=NC2=CC(=CC=C2C(=C1)Cl)Cl (4,7-dichloro-2-quinolinecarboxylic acid methyl ester), C(=O)(OC(C)(C)C)N1CCNCC1 (N-boc-piperazine). Isolated yield 80.0%. The product is COC(=O)C1=NC2=CC(=CC=C2C(=C1)N1CCN(CC1)C(=O)OC(C)(C)C)Cl (7-chloro-4-[4-[(1,1-dimethylethoxy)carbonyl]-1-piperazinyl]-2-quinolinecarboxylic acid methyl ester). RXN SMILES: [CH3:1][O:2][C:3]([C:5]1[CH:14]=[C:13](Cl)[C:12]2[C:7](=[CH:8][C:9]([Cl:16])=[CH:10][CH:11]=2)[N:6]=1)=[O:4].[C:17]([N:24]1[CH2:29][CH2:28][NH:27][CH2:26][CH2:25]1)([O:19][C:20]([CH3:23])([CH3:22])[CH3:21])=[O:18]>C(N(C(C)C)CC)(C)C>[CH3:1][O:2][C:3]([C:5]1[CH:14]=[C:13]([N:27]2[CH2:26][CH2:25][N:24]([C:17]([O:19][C:20]([CH3:23])([CH3:22])[CH3:21])=[O:18])[CH2:29][CH2:28]2)[C:12]2[C:7](=[CH:8][C:9]([Cl:16])=[CH:10][CH:11]=2)[N:6]=1)=[O:4].